From a dataset of the Open Reaction Database (ORD), a public repository of structured organic reaction records. describe an organic reaction: reactants, conditions, products, and yield Starting materials: CO, ClCCl, O=C(OO)c1cccc(Cl)c1, c1ccc(C2(c3ccccc3)CCSC3CNCC32)cc1. Product: O=S1CCC(c2ccccc2)(c2ccccc2)C2CNCC21. Reaction SMILES: [CH3:36][OH:37].[Cl:33][CH2:34][Cl:35].[OH:1][O:2][C:3]([c:4]1[cH:5][c:6]([Cl:7])[cH:8][cH:9][cH:10]1)=[O:11].[c:12]1([C:18]2([c:27]3[cH:28][cH:29][cH:30][cH:31][cH:32]3)[CH2:19][CH2:20][S:21][CH:22]3[CH2:23][NH:24][CH2:25][CH:26]23)[cH:13][cH:14][cH:15][cH:16][cH:17]1>>[O:1]=[S:21]1[CH2:20][CH2:19][C:18]([c:12]2[cH:13][cH:14][cH:15][cH:16][cH:17]2)([c:27]2[cH:28][cH:29][cH:30][cH:31][cH:32]2)[CH:26]2[CH:22]1[CH2:23][NH:24][CH2:25]2.